From a dataset of the Open Reaction Database (ORD), a public repository of structured organic reaction records. describe an organic reaction: reactants, conditions, products, and yield Reactants: CO, O=C(O)C=Cc1cccc(O)c1. Yields the product COC(=O)C=Cc1cccc(O)c1. As a reaction SMILES: [CH3:13][OH:14].[OH:1][c:2]1[cH:3][c:4]([CH:8]=[CH:9][C:10](=[O:11])[OH:12])[cH:5][cH:6][cH:7]1>>[OH:1][c:2]1[cH:3][c:4]([CH:8]=[CH:9][C:10]([O:11][CH3:13])=[O:12])[cH:5][cH:6][cH:7]1. Reactants: BrCC(=O)N1CCOCC1 (4-(2-Bromoacetyl)morpholine), FC1=C2C(CC(=NC2=CC=C1)C1=CC=C(C=C1)C)=O (5-fluoro-2-(4-methylphenyl)-4-quinolone), FC1=CC=C2C(CC(=NC2=C1)C1=CC=C(C=C1)C)=O (7-fluoro-2-(4-methylphenyl)-4-quinolone), C([O-])([O-])=O.[K+].[K+] (potassium carbonate). The solvent is CC(CC)=O (2-butanone), CC(CC)=O (butanone), petroleum ether. Reaction conditions: temperature 20 celsius. The product is FC1=C2C(=CC(=NC2=CC=C1)C1=CC=C(C=C1)C)OCC(=O)N1CCOCC1 ([5-fluoro-2-(4-methylphenyl-4-quinolyl]oxyacetyl}morpholine). Yield: 18.0%. RXN SMILES: Br[CH2:2][C:3]([N:5]1[CH2:10][CH2:9][O:8][CH2:7][CH2:6]1)=[O:4].[F:11][C:12]1[CH:21]=[CH:20][CH:19]=[C:18]2[C:13]=1[C:14](=[O:29])[CH2:15][C:16]([C:22]1[CH:27]=[CH:26][C:25]([CH3:28])=[CH:24][CH:23]=1)=[N:17]2.FC1C=C2C(C(=O)CC(C3C=CC(C)=CC=3)=N2)=CC=1.C(=O)([O-])[O-].[K+].[K+]>CC(=O)CC>[F:11][C:12]1[CH:21]=[CH:20][CH:19]=[C:18]2[C:13]=1[C:14]([O:29][CH2:2][C:3]([N:5]1[CH2:10][CH2:9][O:8][CH2:7][CH2:6]1)=[O:4])=[CH:15][C:16]([C:22]1[CH:27]=[CH:26][C:25]([CH3:28])=[CH:24][CH:23]=1)=[N:17]2 |f:3.4.5|. Procedure: 4-(2-Bromoacetyl)morpholine (7.3 g) in 2 butanone (50 cc) is added to a stirred suspension of a mixture (11.2 g of 5-fluoro-2-(4-methylphenyl)-4-quinolone and 7-fluoro-2-(4-methylphenyl)-4-quinolone and anhydrous potassium carbonate (11.3 g) in 2-butanone (250 cc). The mixture is heated to reflux for 15 hours and cooled to room temperature (approximately 20° C.), the insoluble matter is removed by filtration and the 2-butanone is evaporated off under reduced pressure. The residue is taken up wit... Yields the product CN(C(=O)C1CN(C1)C(=O)OC(C)(C)C)C (t-butyl 3-dimethylcarbamoyl-azetidine-1-carboxylate). Run in C(C)(=O)OCC (ethyl acetate), CN(C=O)C (dimethylformamide), C(C)N(CC)CC (triethylamine). Isolated yield 39.9%. Reported procedure: Under a nitrogen atmosphere, triethylamine (1.2 ml) was added to a mixture of 1-(t-butyloxycarbonyl)-azetidine-3-carboxylic acid (0.804 g), dimethylamine hydrochloride (0.489 g), 1-(3-dimethylaminopropyl)-3-ethylcarbodiimide hydrochloride (0.997 g), 1-hydroxybenzotriazole hydrate (0.796 g), and dimethylformamide (8 ml), and the mixture was stirred at room temperature for 3 days. To the reaction mixture was added ethyl acetate (30 ml), and the mixture was successively washed once with water, once... As a reaction SMILES: [C:1]([O:5][C:6]([N:8]1[CH2:11][CH:10]([C:12]([OH:14])=O)[CH2:9]1)=[O:7])([CH3:4])([CH3:3])[CH3:2].Cl.[CH3:16][NH:17][CH3:18].Cl.CN(C)CCCN=C=NCC.O.ON1C2C=CC=CC=2N=N1>C(OCC)(=O)C.CN(C)C=O.C(N(CC)CC)C>[CH3:16][N:17]([CH3:18])[C:12]([CH:10]1[CH2:11][N:8]([C:6]([O:5][C:1]([CH3:4])([CH3:3])[CH3:2])=[O:7])[CH2:9]1)=[O:14] |f:1.2,3.4,5.6|. The reactants are C(C)(C)(C)OC(=O)N1CC(C1)C(=O)O (1-(t-butyloxycarbonyl)-azetidine-3-carboxylic acid), Cl.CNC (dimethylamine hydrochloride), Cl.CN(CCCN=C=NCC)C (1-(3-dimethylaminopropyl)-3-ethylcarbodiimide hydrochloride), O.ON1N=NC2=C1C=CC=C2 (1-hydroxybenzotriazole hydrate). Conditions: time 3 day. Reactants: C(C)(C)OC(=O)N1C2=C(C(CCC1)=O)C(=CC=C2)F (6-fluor-5-oxo-2,3,4,5-tetrahydro-benzo[b]azepine-1-carboxylic acid isopropyl ester), FC(C=1C=C(CN)C=C(C1)C(F)(F)F)(F)F (3,5-bis(trifluoromethyl)benzylamine). Reagents/catalysts: CC([O-])C.[Ti+4].CC([O-])C.CC([O-])C.CC([O-])C (titanium isopropoxide). Reaction conditions: time 14 hour. Yields the product C(C)(C)OC(=O)N1C2=C(C(=CCC1)NCC1=CC(=CC(=C1)C(F)(F)F)C(F)(F)F)C(=CC=C2)F (5-(3,5-Bis-trifluoromethyl-benzylamino)-6-fluoro-2,3-dihydro-benzo[b]azepine-1-carboxylic isopropyl ester). Isolated yield 77.4%. Reaction SMILES: [CH:1]([O:4][C:5]([N:7]1[CH2:13][CH2:12][CH2:11][C:10](=O)[C:9]2[C:15]([F:19])=[CH:16][CH:17]=[CH:18][C:8]1=2)=[O:6])([CH3:3])[CH3:2].[F:20][C:21]([F:35])([F:34])[C:22]1[CH:23]=[C:24]([CH:27]=[C:28]([C:30]([F:33])([F:32])[F:31])[CH:29]=1)[CH2:25][NH2:26]>CC(C)[O-].[Ti+4].CC(C)[O-].CC(C)[O-].CC(C)[O-]>[CH:1]([O:4][C:5]([N:7]1[CH2:13][CH2:12][CH:11]=[C:10]([NH:26][CH2:25][C:24]2[CH:27]=[C:28]([C:30]([F:31])([F:32])[F:33])[CH:29]=[C:22]([C:21]([F:20])([F:34])[F:35])[CH:23]=2)[C:9]2[C:15]([F:19])=[CH:16][CH:17]=[CH:18][C:8]1=2)=[O:6])([CH3:3])[CH3:2] |f:2.3.4.5.6|. Reported procedure: Inject titanium isopropoxide (1.3 mL, 4.32 mmol) to a mixture of 6-fluor-5-oxo-2,3,4,5-tetrahydro-benzo[b]azepine-1-carboxylic acid isopropyl ester (572 mg, 2.16 mmol) and 3,5-bis(trifluoromethyl)benzylamine (972 mg, 3.2 mmol) at room temperature under an atmosphere of nitrogen and stir the solution for 14 h. Purify the residue by flash chromatography, eluting with hexanes/ethyl acetate, to afford 5-(3,5-Bis-trifluoromethyl-benzylamino)-6-fluoro-2,3-dihydro-benzo[b]azepine-1-carboxylic isopropyl...